This data is from the Open Reaction Database (ORD), a public repository of structured organic reaction records. The task is: describe an organic reaction: reactants, conditions, products, and yield The reactants are FeSO4, [OH-].[NH4+] (ammonium hydroxide), [OH-].[NH4+] (ammonium hydroxide), C1(=CC=CC=C1)C#CC1=C(C=C(C(=C1)N)[N+](=O)[O-])C1=C(C=C(N)C(=C1)[N+](=O)[O-])C#CC1=CC=CC=C1 (2,2'-bis(phenylethynyl)-5,5'-dinitrobenzidine), FeSO4. Solvent: O (water), O1CCOCC1 (dioxane), O1CCOCC1 (dioxane). Reaction conditions: time 5 minute. Product: C1(=CC=CC=C1)C#CC1=C(C=C(C(=C1)N)N)C1=C(C=C(N)C(=C1)N)C#CC1=CC=CC=C1 (2,2'-bis(phenylethynyl)-5,5'-diaminobenzidine). The yield is 75.5%. Reaction SMILES: [C:1]1([C:7]#[C:8][C:9]2[CH:14]=[C:13]([NH2:15])[C:12]([N+:16]([O-])=O)=[CH:11][C:10]=2[C:19]2[CH:25]=[C:24]([N+:26]([O-])=O)[C:22]([NH2:23])=[CH:21][C:20]=2[C:29]#[C:30][C:31]2[CH:36]=[CH:35][CH:34]=[CH:33][CH:32]=2)[CH:6]=[CH:5][CH:4]=[CH:3][CH:2]=1.[OH-].[NH4+]>O1CCOCC1.O>[C:31]1([C:30]#[C:29][C:20]2[CH:21]=[C:22]([NH2:23])[C:24]([NH2:26])=[CH:25][C:19]=2[C:10]2[CH:11]=[C:12]([NH2:16])[C:13]([NH2:15])=[CH:14][C:9]=2[C:8]#[C:7][C:1]2[CH:6]=[CH:5][CH:4]=[CH:3][CH:2]=2)[CH:32]=[CH:33][CH:34]=[CH:35][CH:36]=1 |f:1.2|. Procedure details: A solution of 2,2'-bis(phenylethynyl)-5,5'-dinitrobenzidine (0.474 g, 0.00100 mol) in dioxane (50 ml), freshly distilled from FeSO4 (3.65 g, 0.024 mol), was added to a boiling solution of FeSO4 (3.65 g, 0.024 mol) in water (50 ml.) which was stirred under nitrogen. After 5 minutes, ammonium hydroxide (20 ml, 30%) was added slowly followed by 20 ml. more of dioxane. The resultant dark suspension was stirred and refluxed for 30 minutes at which point additional ammonium hydroxide (20 ml) was added... Starting materials: ClC1=NC(=C(C(=O)N[C@@H]2CC[C@H](CC2)C(F)(F)F)C=C1)OCC(F)F (6-chloro-2-(2,2-difluoro-ethoxy)-N-(trans-4-trifluoromethyl-cyclohexyl)-nicotinamide), [N+](=O)(O)[O-] (HNO3). Solvent: OS(=O)(=O)O (H2SO4). Product: ClC1=NC(=C(C(=O)N[C@@H]2CC[C@H](CC2)C(F)(F)F)C=C1[N+](=O)[O-])OCC(F)F (6-Chloro-2-(2,2-difluoro-ethoxy)-5-nitro-N-(trans-4-trifluoromethyl-cyclohexyl)-nicotinamide). As a reaction SMILES: [Cl:1][C:2]1[CH:20]=[CH:19][C:5]([C:6]([NH:8][C@H:9]2[CH2:14][CH2:13][C@H:12]([C:15]([F:18])([F:17])[F:16])[CH2:11][CH2:10]2)=[O:7])=[C:4]([O:21][CH2:22][CH:23]([F:25])[F:24])[N:3]=1.[N+:26]([O-])([OH:28])=[O:27]>OS(O)(=O)=O>[Cl:1][C:2]1[C:20]([N+:26]([O-:28])=[O:27])=[CH:19][C:5]([C:6]([NH:8][C@H:9]2[CH2:14][CH2:13][C@H:12]([C:15]([F:18])([F:17])[F:16])[CH2:11][CH2:10]2)=[O:7])=[C:4]([O:21][CH2:22][CH:23]([F:24])[F:25])[N:3]=1. Procedure details: The sub-title compound is prepared from 6-chloro-2-(2,2-difluoro-ethoxy)-N-(trans-4-trifluoromethyl-cyclohexyl)-nicotinamide (7.2 g, 18.6 mmol) and fuming HNO3 (20 mL) in conc. H2SO4 (40 mL) in analogy with example 1c. Reactants: C1CCOC1, Cl, COCc1ccc(Nc2ncc(Sc3ccnc(C(=O)OC)c3F)s2)nc1, [Na+], [OH-], O. Yields the product COCc1ccc(Nc2ncc(Sc3ccnc(C(=O)O)c3F)s2)nc1. As a reaction SMILES: [CH2:32]1[O:33][CH2:34][CH2:35][CH2:36]1.[ClH:31].[F:1][c:2]1[c:3]([C:24](=[O:25])[O:26][CH3:27])[n:4][cH:5][cH:6][c:7]1[S:8][c:9]1[cH:10][n:11][c:12]([NH:14][c:15]2[n:16][cH:17][c:18]([CH2:21][O:22][CH3:23])[cH:19][cH:20]2)[s:13]1.[Na+:29].[OH-:28].[OH2:30]>>[F:1][c:2]1[c:3]([C:24](=[O:25])[OH:26])[n:4][cH:5][cH:6][c:7]1[S:8][c:9]1[cH:10][n:11][c:12]([NH:14][c:15]2[n:16][cH:17][c:18]([CH2:21][O:22][CH3:23])[cH:19][cH:20]2)[s:13]1. The reactants are Cl.C1NCCC=2N(C=3C=CC=CC3C21)CC(=O)OCC (Ethyl (1,2,3,4-tetrahydro-pyrido[4,3-b]indol-5-yl)-acetate hydrochloride), C1(=CC=CC=C1)NN (phenylhydrazine). Yields the product Cl.ClC=1C(=CC=2C3=C(N(C2C1)CC(=O)OCC)CCNC3)C (Ethyl (7-Chloro-8-methyl-1,2,3,4-tetrahydro-pyrido[4,3-b]indol-5-yl)-acetate hydrochloride). RXN SMILES: [ClH:1].[CH2:2]1[C:14]2[C:13]3[CH:12]=[CH:11][CH:10]=[CH:9][C:8]=3[N:7]([CH2:15][C:16]([O:18][CH2:19][CH3:20])=[O:17])[C:6]=2[CH2:5][CH2:4][NH:3]1.[C:21]1(NN)C=CC=CC=1>>[ClH:1].[Cl:1][C:10]1[C:11]([CH3:21])=[CH:12][C:13]2[C:14]3[CH2:2][NH:3][CH2:4][CH2:5][C:6]=3[N:7]([CH2:15][C:16]([O:18][CH2:19][CH3:20])=[O:17])[C:8]=2[CH:9]=1 |f:0.1,3.4|. Procedure: The title compound is prepared using a procedure analogous to Intermediate 1, substituting 3-chloro-4-methylhydrazine for phenylhydrazine in Step 1a). Starting materials: C#CCCCCCCCCCCC (1-tridecyne), C1(=CC=CC=C1)P(C1=CC=CC=C1)C1=CC=CC=C1 (triphenylphosphine), BrC=1C=NC=CC1C=O (3-bromopyridine-4-carboxaldehyde). The reagents and catalysts are C(C)(=O)[O-].[Pd+2].C(C)(=O)[O-] (Palladium acetate). Solvent: C(C)N(CC)CC (triethylamine). Reaction conditions: temperature 105 celsius, time 19 hour. Yields the product C(#CCCCCCCCCCCC)C=1C=NC=CC1C=O (3-(1-Tridecynyl)pyridine-4-carboxaldehyde). The yield is 73.0%. Reaction SMILES: Br[C:2]1[CH:3]=[N:4][CH:5]=[CH:6][C:7]=1[CH:8]=[O:9].[CH:10]#[C:11][CH2:12][CH2:13][CH2:14][CH2:15][CH2:16][CH2:17][CH2:18][CH2:19][CH2:20][CH2:21][CH3:22].C1(P(C2C=CC=CC=2)C2C=CC=CC=2)C=CC=CC=1>C(N(CC)CC)C.C([O-])(=O)C.[Pd+2].C([O-])(=O)C>[C:10]([C:2]1[CH:3]=[N:4][CH:5]=[CH:6][C:7]=1[CH:8]=[O:9])#[C:11][CH2:12][CH2:13][CH2:14][CH2:15][CH2:16][CH2:17][CH2:18][CH2:19][CH2:20][CH2:21][CH3:22] |f:4.5.6|. Reported procedure: Palladium acetate (10.8 mg) was added to a stirred, deaerated solution of 3-bromopyridine-4-carboxaldehyde (0.80 g, 4.5 mmole; prepared as described by E. J. Corey, S. G. Pyne and A. I. Schafer, Tet. Letters, 3291, 1983), 1-tridecyne (1.4 g) and triphenylphosphine (36 mg) in anhydrous triethylamine (18 ml) maintained under an atmosphere of nitrogen. The mixture was stirred at 105° C. for 19 hours after which time it was cooled and the precipitated triethylamine hydrobromide filtered off. Chromat...